From a dataset of the Open Reaction Database (ORD), a public repository of structured organic reaction records. describe an organic reaction: reactants, conditions, products, and yield The reactants are [N+](=O)([O-])C1=C(C=CC=C1NC1=CC(=CC=C1)[N+](=O)[O-])CC(=O)O ([2-Nitro-3-(3-nitro-phenylamino)-phenyl]-acetic acid), OS(=O)(=O)O (H2SO4), CCO (EtOH). The product is C(C)OC(CC1=C(C(=CC=C1)NC1=CC(=CC=C1)[N+](=O)[O-])[N+](=O)[O-])=O ([2-nitro-3-(3-nitro-phenylamino)-phenyl]-acetic acid ethyl ester). Reaction SMILES: [N+:1]([C:4]1[C:9]([NH:10][C:11]2[CH:16]=[CH:15][CH:14]=[C:13]([N+:17]([O-:19])=[O:18])[CH:12]=2)=[CH:8][CH:7]=[CH:6][C:5]=1[CH2:20][C:21]([OH:23])=[O:22])([O-:3])=[O:2].OS(O)(=O)=O.[CH3:29][CH2:30]O>>[CH2:29]([O:22][C:21](=[O:23])[CH2:20][C:5]1[CH:6]=[CH:7][CH:8]=[C:9]([NH:10][C:11]2[CH:16]=[CH:15][CH:14]=[C:13]([N+:17]([O-:19])=[O:18])[CH:12]=2)[C:4]=1[N+:1]([O-:3])=[O:2])[CH3:30]. Procedure details: [2-Nitro-3-(3-nitro-phenylamino)-phenyl]-acetic acid (0.79 g, 2.5 mmol) is refluxed in EtOH (50 ml) in the presence of 0.5 ml concentrated H2SO4 for 2 hours. It is then concentrated and to the residue is added saturated NaHCO3. The mixture is extracted with ethyl acetate (30 ml×3). The organic layers are combined and dried with Na2SO4 to give the desired compound after concentration: 1H NMR (CDCl3) δ 1.29 (t, 3H, J=7.2 Hz), 3.92 (s, 2H), 4.20 (q, 2H, J=7.2 Hz), 6.89 (d, 1H, J=6.0 Hz), 7.34-7.41 ... Starting materials: CC=1N=C(SC1C(=O)OCC)N1C(N(CC1)C1=CC=CC=C1)=O (ethyl 4-methyl-2-(2-oxo-3-phenylimidazolidin-1-yl)thiazole-5-carboxylate), C(C1=CC=CC=C1)N1C(N(CC1)C=1SC(=C(N1)C)C(=O)OCC)=O (ethyl 2-(3-benzyl-2-oxoimidazolidin-1-yl)-4-methylthiazole-5-carboxylate). Yields the product C(C1=CC=CC=C1)N1C(N(CC1)C=1SC(=C(N1)C)C(=O)O)=O (2-(3-benzyl-2-oxoimidazolidin-1-yl)-4-methylthiazole-5-carboxylic acid). Yield: 84.0%. Reaction SMILES: CC1N=C(N2CCN(C3C=CC=CC=3)C2=O)SC=1C(OCC)=O.[CH2:24]([N:31]1[CH2:35][CH2:34][N:33]([C:36]2[S:37][C:38]([C:42]([O:44]CC)=[O:43])=[C:39]([CH3:41])[N:40]=2)[C:32]1=[O:47])[C:25]1[CH:30]=[CH:29][CH:28]=[CH:27][CH:26]=1>>[CH2:24]([N:31]1[CH2:35][CH2:34][N:33]([C:36]2[S:37][C:38]([C:42]([OH:44])=[O:43])=[C:39]([CH3:41])[N:40]=2)[C:32]1=[O:47])[C:25]1[CH:30]=[CH:29][CH:28]=[CH:27][CH:26]=1. Procedure details: Following the procedure as described in Example 6, making variations as required to replace ethyl 4-methyl-2-(2-oxo-3-phenylimidazolidin-1-yl)thiazole-5-carboxylate with ethyl 2-(3-benzyl-2-oxoimidazolidin-1-yl)-4-methylthiazole-5-carboxylate, the title compound was obtained in 84% yield: mp 248-249° C.; 1H NMR (300 MHz, DMSO-d6) δ 7.36-7.22 (m, 5H), 4.47 (s, 2H), 3.97 (t, J=7.5 Hz, 2H), 3.42 (t, J=7.5 Hz, 2H), 2.49 (s, 3H); MS (ES+) m/z 318.3 (M+1).